From a dataset of the Open Reaction Database (ORD), a public repository of structured organic reaction records. describe an organic reaction: reactants, conditions, products, and yield The reactants are ClC1=CC=C(OC(C(=O)OCC)C(=O)C)C=C1 (Ethyl 2-(4-chlorophenoxy)acetoacetate). Solvent: S(O)(O)(=O)=O (sulfuric acid). Run at temperature 0 celsius. The product is ClC=1C=CC2=C(C(=C(O2)C(=O)OCC)C)C1 (ethyl 5-chloro-3-methyl-2-benzofurancarboxylate). The yield is 64.7%. RXN SMILES: [Cl:1][C:2]1[CH:17]=[CH:16][C:5]([O:6][CH:7]([C:13]([CH3:15])=O)[C:8]([O:10][CH2:11][CH3:12])=[O:9])=[CH:4][CH:3]=1>S(=O)(=O)(O)O>[Cl:1][C:2]1[CH:17]=[CH:16][C:5]2[O:6][C:7]([C:8]([O:10][CH2:11][CH3:12])=[O:9])=[C:13]([CH3:15])[C:4]=2[CH:3]=1. Reported procedure: Ethyl 2-(4-chlorophenoxy)acetoacetate (90.3 g, 0.353 mol) was added dropwise to sulfuric acid (240 ml) stirred at 0° C. The resulting suspension was stirred at 0° C for 3.5 hours, poured onto crushed ice and the mixture stirred for 0.5 hours. The mixture was extracted with toluene and the organic phase was washed with 5% sodium bicarbonate and water. The organic phase was dried with magnesium sulfate, filtered and concentrated. The crude product was recrystallized from cyclohexane to give 54.5 g... The reactants are COC(=O)CCNC(=O)c1ccc(CN(c2ccc(Cl)cc2)c2nc(-c3ccc(OC(F)(F)F)cc3)cs2)cc1, CCO, [Na+], [OH-]. Product: O=C(O)CCNC(=O)c1ccc(CN(c2ccc(Cl)cc2)c2nc(-c3ccc(OC(F)(F)F)cc3)cs2)cc1. RXN SMILES: [CH3:1][O:2][C:3]([CH2:4][CH2:5][NH:6][C:7]([c:8]1[cH:9][cH:10][c:11]([CH2:14][N:15]([c:16]2[s:17][cH:18][c:19](-[c:21]3[cH:22][cH:23][c:24]([O:27][C:28]([F:29])([F:30])[F:31])[cH:25][cH:26]3)[n:20]2)[c:32]2[cH:33][cH:34][c:35]([Cl:38])[cH:36][cH:37]2)[cH:12][cH:13]1)=[O:39])=[O:40].[CH3:43][CH2:44][OH:45].[Na+:42].[OH-:41]>>[O:2]=[C:3]([CH2:4][CH2:5][NH:6][C:7]([c:8]1[cH:9][cH:10][c:11]([CH2:14][N:15]([c:16]2[s:17][cH:18][c:19](-[c:21]3[cH:22][cH:23][c:24]([O:27][C:28]([F:29])([F:30])[F:31])[cH:25][cH:26]3)[n:20]2)[c:32]2[cH:33][cH:34][c:35]([Cl:38])[cH:36][cH:37]2)[cH:12][cH:13]1)=[O:39])[OH:40]. Starting materials: [BH4-], O=C1OC(=O)C2CC=CCC12, CC(C)O, [Na+]. The product is O=C1OCC2CC=CCC12. Reaction SMILES: [BH4-:12].[C:1]1(=[O:11])[O:2][C:3](=[O:10])[CH:4]2[CH2:5][CH:6]=[CH:7][CH2:8][CH:9]12.[CH3:14][CH:15]([OH:16])[CH3:17].[Na+:13]>>[C:1]1(=[O:11])[O:2][CH2:3][CH:4]2[CH2:5][CH:6]=[CH:7][CH2:8][CH:9]12. The reactants are NC1=C(C=C(C=C1C)Br)C(=O)N1CCCC1 ({2-Amino-5-bromo-3-methylphenyl}(1-pyrrolidinyl)methanone), N1CCCC1 (pyrrolidine), BrC=1C=C(C2=C(C(OC(N2)=O)=O)C1)C (6-bromo-8-methyl-2H-3,1-benzoxazine-2,4-(1H)-dione). Yields the product BrC=1C=C(C(=C(C1)C(=O)N1CCCC1)NCC=1NCCN1)C ({5-bromo-2-[(4,5-dihydro-1H-imidazol-2-ylmethyl)amino]-3-methylphenyl}(1-pyrrolidinyl)methanone). As a reaction SMILES: [NH2:1][C:2]1[C:7]([CH3:8])=[CH:6][C:5]([Br:9])=[CH:4][C:3]=1[C:10]([N:12]1[CH2:16][CH2:15][CH2:14][CH2:13]1)=[O:11].[NH:17]1[CH2:21][CH2:20][CH2:19][CH2:18]1.BrC1C=C(C)C2[NH:31]C(=O)OC(=O)C=2C=1>>[Br:9][C:5]1[CH:6]=[C:7]([CH3:8])[C:2]([NH:1][CH2:19][C:18]2[NH:31][CH2:20][CH2:21][N:17]=2)=[C:3]([C:10]([N:12]2[CH2:16][CH2:15][CH2:14][CH2:13]2)=[O:11])[CH:4]=1. Procedure details: {2-Amino-5-bromo-3-methylphenyl}(1-pyrrolidinyl)methanone (prepared from pyrrolidine and 6-bromo-8-methyl-2H-3,1-benzoxazine-2,4-(1H)-dione using the methods described in Example 17) and CMI were reacted using conditions described in the general procedure for CMI coupling to give {5-bromo-2-[(4,5-dihydro-1H-imidazol-2-ylmethyl)amino]-3-methylphenyl}(1-pyrrolidinyl)methanone. Starting materials: C(C)(=O)Cl (Acetyl chloride), ClC1=C(C=CC(=C1)Cl)C=CC(CC(C)=O)O (6-(2,4-dichlorophenyl)-4-hydroxy-5-hexene-2-one). Solvent: N1=CC=CC=C1 (pyridine). Reaction conditions: temperature 20 celsius, time 2 hour. Yields the product C(C)(=O)OC(CC(C)=O)C=CC1=C(C=C(C=C1)Cl)Cl (6-(2,4-Dichlorophenyl)-2-oxo-5-hexene-4-yl Acetate). The yield is 87.4%. RXN SMILES: [C:1](Cl)(=[O:3])[CH3:2].[Cl:5][C:6]1[CH:11]=[C:10]([Cl:12])[CH:9]=[CH:8][C:7]=1[CH:13]=[CH:14][CH:15]([OH:20])[CH2:16][C:17](=[O:19])[CH3:18]>N1C=CC=CC=1>[C:1]([O:20][CH:15]([CH:14]=[CH:13][C:7]1[CH:8]=[CH:9][C:10]([Cl:12])=[CH:11][C:6]=1[Cl:5])[CH2:16][C:17](=[O:19])[CH3:18])(=[O:3])[CH3:2]. Reported procedure: Acetyl chloride (1.2 ml, 16.5 mmole) was added dropwise to a stirred solution of 6-(2,4-dichlorophenyl)-4-hydroxy-5-hexene-2-one (3.9 g, 15 mmole) in pyridine (60 ml) at 0° C. The ice bath was removed, and the reaction mixture was stirred at 20° C. for 2 hours and then diluted with ether (300 ml). The ether solution was washed with 1 N HCl (3×300 ml) and saturated NaHCO3, dried over MgSO4, filtered and evaporated. The residual pale amber oil (4.1 g) was chromatographed on a 50 mm column with 15 ... Reactants: NC1=C(C(=CC=C1)OC1OCCCC1)O (2-amino-6-(tetrahydropyran-2-yloxy)phenol), C(=O)(N1C=NC=C1)N1C=NC=C1 (1,1′-carbonyldiimidazole). Solvent: O1CCCC1 (tetrahydrofuran). The product is O1C(CCCC1)OC1=CC=CC=2NC(OC21)=O (7-(tetrahydropyran-2-yloxy)-2(3H)-benzoxazolone). The yield is 87.2%. As a reaction SMILES: [NH2:1][C:2]1[CH:7]=[CH:6][CH:5]=[C:4]([O:8][CH:9]2[CH2:14][CH2:13][CH2:12][CH2:11][O:10]2)[C:3]=1[OH:15].[C:16](N1C=CN=C1)(N1C=CN=C1)=[O:17]>O1CCCC1>[O:10]1[CH2:11][CH2:12][CH2:13][CH2:14][CH:9]1[O:8][C:4]1[C:3]2[O:15][C:16](=[O:17])[NH:1][C:2]=2[CH:7]=[CH:6][CH:5]=1. Procedure: To a solution of 2-amino-6-(tetrahydropyran-2-yloxy)phenol (2.0 g) in anhydrous tetrahydrofuran (30 ml) was added 1,1′-carbonyldiimidazole (2.03 g), and the mixture was refluxed for 2 hours under nitrogen atmosphere. After cooling, the reaction mixture was concentrated in vacuo. The residue was purified by flash chromatography (chloroform:methanol=40:1, v/v) and crystallized with diisopropyl ether to give 7-(tetrahydropyran-2-yloxy)-2(3H)-benzoxazolone (1.96 g).